From a dataset of the Open Reaction Database (ORD), a public repository of structured organic reaction records. describe an organic reaction: reactants, conditions, products, and yield The reactants are COC1=NC=C(C(=N1)OC)B(O)O (2,4-Dimethoxy-pyrimidine-5-boronic acid), IC1=NC=CN=C1 (2-iodo-pyrazine), C(=O)([O-])[O-].[Na+].[Na+] (Na2CO3), C1=CC=C(C=C1)P(C2=CC=CC=C2)C3=CC=CC=C3 (PPh3). The reagents and catalysts are CC(=O)[O-].CC(=O)[O-].[Pd+2] (Pd(OAc)2). Solvent: C(CC)O (n-PrOH). The product is COC1=NC=C(C(=N1)OC)C1=NC=CN=C1 (2,4-Dimethoxy-5-pyrazin-2-yl-pyrimidine). Yield: 45.4%. As a reaction SMILES: [CH3:1][O:2][C:3]1[N:8]=[C:7]([O:9][CH3:10])[C:6](B(O)O)=[CH:5][N:4]=1.I[C:15]1[CH:20]=[N:19][CH:18]=[CH:17][N:16]=1.C([O-])([O-])=O.[Na+].[Na+].C1C=CC(P(C2C=CC=CC=2)C2C=CC=CC=2)=CC=1>C(O)CC.CC([O-])=O.CC([O-])=O.[Pd+2]>[CH3:1][O:2][C:3]1[N:8]=[C:7]([O:9][CH3:10])[C:6]([C:15]2[CH:20]=[N:19][CH:18]=[CH:17][N:16]=2)=[CH:5][N:4]=1 |f:2.3.4,7.8.9|. Procedure details: 2,4-Dimethoxy-pyrimidine-5-boronic acid (1.33 g, 7.27 mmol) was dissolved in degassed n-PrOH (20 ml) and then 2-iodo-pyrazine (1.0 g, 4.85 mmol), Na2CO3 (1.02 g, 9.70 mmol), PPh3 (127 mg, 0.48 mmol) and Pd(OAc)2 (54 mg) were added. The suspension was stirred at reflux for 4 hours. The solvent was evaporated under vacuum and the crude was partitioned between water and DCM. The organic phase was dried (Na2SO4) and evaporated. The crude was purified by flash chromatography eluting with DCM-MeOH—NH4...